Dataset: the Open Reaction Database (ORD), a public repository of structured organic reaction records. Task: describe an organic reaction: reactants, conditions, products, and yield Product: NC(C(=O)N)C1=C(C=C(C=C1)F)F (2-amino-2-(2,4-difluorophenyl)acetamide). Isolated yield 61.0%. Run in O (water). Reaction SMILES: S(=O)(=O)(O)O.[NH2:6][CH:7]([C:10]1[CH:15]=[CH:14][C:13]([F:16])=[CH:12][C:11]=1[F:17])[C:8]#[N:9].[OH2:18].N>O>[NH2:6][CH:7]([C:10]1[CH:15]=[CH:14][C:13]([F:16])=[CH:12][C:11]=1[F:17])[C:8]([NH2:9])=[O:18] |f:2.3|. Conditions: time 3 hour. Reported procedure: Then, 51 g of concentrated sulfuric acid was added to 2.67 g of water, to which 40 g of 2-amino-2-(2,4-difluorophenyl)acetonitrile was added under ice cooling, and the mixture was heated at 50° to 60° C. under stirring for 3 hours. After completion of the reaction, the reaction mixture was poured into 250 ml of concentrated ammonia water cooled with ice in such a manner that the temperature of the solution became not higher than 20° C. The precipitated crystals were collected by filtration, and ... Reactants: S(O)(O)(=O)=O (sulfuric acid), NC(C#N)C1=C(C=C(C=C1)F)F (2-amino-2-(2,4-difluorophenyl)acetonitrile), O.N (ammonia water). The product is CN1CS(C2=C1C=CC(=C2)CCN(CC#N)C)=O (3-METHYL-6-[2-(N-METHYL-N -CYANOMETHYLAMINO )ETHYL] BENZOTHIAZOLINONE). Reaction SMILES: [CH3:1][N:2]1[C:6]2[CH:7]=[CH:8][C:9]([CH2:11][CH2:12][NH:13][CH3:14])=[CH:10][C:5]=2[S:4](=[O:15])[CH2:3]1.O1CCOCC1.ClC[C:24]#[N:25].[C:26](=O)([O-])[O-].[K+].[K+].[I-].[K+]>>[CH3:1][N:2]1[C:6]2[CH:7]=[CH:8][C:9]([CH2:11][CH2:12][N:13]([CH3:26])[CH2:14][C:24]#[N:25])=[CH:10][C:5]=2[S:4](=[O:15])[CH2:3]1 |f:3.4.5,6.7|. Run at temperature 60 celsius, time 48 hour. Procedure details: In a round-bottomed flask, 6.8 mmol of 3-methyl-6-[2-(N-methylamino)ethyl]benzothiazolinone are dissolved in 50 mol of dioxane in the presence of 20 mmol of chloro-acetonitrile, 20 mmol of potassium carbonate and a catalytic amount of potassium iodide. The mixture is stirred at 60° C. for 48 hours. After cooling, the solvent is evaporated off and the reaction mixture is extracted with chloroform after adding water. After washing, drying and evaporation of the organic phase, the expected product ... Starting materials: CN1CS(C2=C1C=CC(=C2)CCNC)=O (3-methyl-6-[2-(N-methylamino)ethyl]benzothiazolinone), O1CCOCC1 (dioxane), ClCC#N (chloro-acetonitrile), C([O-])([O-])=O.[K+].[K+] (potassium carbonate), [I-].[K+] (potassium iodide). Starting materials: N([C@@H](COC(C)(C)C)C(=O)O)C(=O)OCC1=CC=CC=C1 (Z-Ser(But)-OH), N[C@@H](COC(C)(C)C)C(=O)OC (H-Ser(But)-OMe), C(C)N1CCOCC1 (N-ethylmorpholine), C=1C=CC2=C(C1)N=NN2O (HOBt), C1(CCCCC1)N=C=NC1CCCCC1 (dicyclohexylcarbodiimide), Cl (HCl). Run in CN(C=O)C (dimethylformamide). Conditions: time 15 hour. The product is N([C@@H](COC(C)(C)C)C(=O)N[C@@H](COC(C)(C)C)C(=O)OC)C(=O)OCC1=CC=CC=C1 (Z-Ser(But)-Ser(But)-OMe). RXN SMILES: [NH:1]([C:12]([O:14][CH2:15][C:16]1[CH:21]=[CH:20][CH:19]=[CH:18][CH:17]=1)=[O:13])[C@H:2]([C:9]([OH:11])=O)[CH2:3][O:4][C:5]([CH3:8])([CH3:7])[CH3:6].Cl.[NH2:23][C@H:24]([C:31]([O:33][CH3:34])=[O:32])[CH2:25][O:26][C:27]([CH3:30])([CH3:29])[CH3:28].C(N1CCOCC1)C.C1C=CC2N(O)N=NC=2C=1.C1(N=C=NC2CCCCC2)CCCCC1>CN(C)C=O>[NH:1]([C:12]([O:14][CH2:15][C:16]1[CH:21]=[CH:20][CH:19]=[CH:18][CH:17]=1)=[O:13])[C@H:2]([C:9]([NH:23][C@H:24]([C:31]([O:33][CH3:34])=[O:32])[CH2:25][O:26][C:27]([CH3:30])([CH3:29])[CH3:28])=[O:11])[CH2:3][O:4][C:5]([CH3:6])([CH3:7])[CH3:8]. Reported procedure: To 4.43 g of Z-Ser(But)-OH and 3.18 g of HCl.H-Ser(But)-OMe in 30 ml of dimethylformamide are added at 0° 1.89 ml of N-ethylmorpholine, 2.29 g of HOBt and 3.4 g of dicyclohexylcarbodiimide. After standing for 2 hours at 0° and for 15 hours at 20°, the resulting product is filtered off, the filtrate is concentrated by evaporation and taken up in ethyl acetate. After extraction of the solution with sodium bicarbonate, dilute hydrochloric acid and water, the solution is concentrated by evaporation ... Starting materials: ClCCl, O=S(=O)(Cl)c1c(F)cccc1F, CCOC(=O)c1ccc(F)c(N)c1, c1ccncc1. The product is CCOC(=O)c1ccc(F)c(NS(=O)(=O)c2c(F)cccc2F)c1. RXN SMILES: [Cl:32][CH2:33][Cl:34].[F:20][c:21]1[c:22]([S:28](=[O:29])(=[O:30])[Cl:31])[c:23]([F:27])[cH:24][cH:25][cH:26]1.[NH2:1][c:2]1[cH:3][c:4]([C:5](=[O:6])[O:7][CH2:8][CH3:9])[cH:10][cH:11][c:12]1[F:13].[cH:14]1[cH:15][cH:16][n:17][cH:18][cH:19]1>>[NH:1]([c:2]1[cH:3][c:4]([C:5](=[O:6])[O:7][CH2:8][CH3:9])[cH:10][cH:11][c:12]1[F:13])[S:28]([c:22]1[c:21]([F:20])[cH:26][cH:25][cH:24][c:23]1[F:27])(=[O:29])=[O:30]. Starting materials: CCOC(=O)C=Cc1ccc(Br)cc1, CCOC(C)=O. The product is CCOC(=O)CCc1ccc(Br)cc1. As a reaction SMILES: [Br:1][c:2]1[cH:3][cH:4][c:5]([CH:6]=[CH:7][C:8](=[O:9])[O:10][CH2:11][CH3:12])[cH:13][cH:14]1.[CH3:15][CH2:16][O:17][C:18]([CH3:19])=[O:20]>>[Br:1][c:2]1[cH:3][cH:4][c:5]([CH2:6][CH2:7][C:8](=[O:9])[O:10][CH2:11][CH3:12])[cH:13][cH:14]1. The reactants are NC=1SC2=C(N1)CC(CC2=O)C (2-amino-5-methyl-5,6-dihydro-4H-benzothiazol-7-one), C1CCC2=NCCCN2CC1 (DBU), C1=CN(C=N1)C(=O)N2C=CN=C2 (CDI), CNC (Dimethylamine), C1CCC2=NCCCN2CC1 (DBU). The solvent is CC#N (MeCN). Conditions: temperature 110 celsius, time 8 hour. The product is CN(C(=O)NC=1SC2=C(N1)CC(CC2=O)C)C (1,1-dimethyl-3-(5-methyl-7-oxo-4,5,6,7-tetrahydro-benzothiazol-2-yl)-urea). The yield is 76.8%. Reaction SMILES: [NH2:1][C:2]1[S:3][C:4]2[C:10](=[O:11])[CH2:9][CH:8]([CH3:12])[CH2:7][C:5]=2[N:6]=1.C1CCN2C(=NCCC2)CC1.C1N=[CH:27][N:26]([C:29](N2C=NC=C2)=[O:30])[CH:25]=1.CNC>CC#N>[CH3:25][N:26]([CH3:27])[C:29]([NH:1][C:2]1[S:3][C:4]2[C:10](=[O:11])[CH2:9][CH:8]([CH3:12])[CH2:7][C:5]=2[N:6]=1)=[O:30]. Procedure: To a solution of 2-amino-5-methyl-5,6-dihydro-4H-benzothiazol-7-one (30.0 g, 0.165 mol) in MeCN (750 mL) are added DBU (75.2 g, 0.495 mol) and CDI (80.1 g, 0.495 mol) at RT. The reaction mixture is stirred at 110° C. overnight. Dimethylamine (93.5 g, 1.15 mol) and another portion of DBU (175 g, 1.15 mol) are added to the mixture at RT and the stirring is continued overnight at 110° C. After cooling to RT, the reaction mixture is evaporated in vacuo and the residue is poured into ice water. The r... The reactants are CN1CCN(C(=O)c2ccc(B3OC(C)(C)C(C)(C)O3)cc2)CC1, Fc1cc(F)c(CN2CCNc3ncc(I)cc32)cc1F. Yields the product CN1CCN(C(=O)c2ccc(-c3cnc4c(c3)N(Cc3cc(F)c(F)cc3F)CCN4)cc2)CC1. Reaction SMILES: [CH3:22][N:23]1[CH2:24][CH2:25][N:26]([C:29](=[O:30])[c:31]2[cH:32][cH:33][c:34]([B:37]3[O:38][C:39]([CH3:40])([CH3:41])[C:42]([CH3:43])([CH3:44])[O:45]3)[cH:35][cH:36]2)[CH2:27][CH2:28]1.[I:1][c:2]1[cH:3][c:4]2[c:5]([n:20][cH:21]1)[NH:6][CH2:7][CH2:8][N:9]2[CH2:10][c:11]1[c:12]([F:19])[cH:13][c:14]([F:18])[c:15]([F:17])[cH:16]1>>[c:2]1(-[c:34]2[cH:33][cH:32][c:31]([C:29]([N:26]3[CH2:25][CH2:24][N:23]([CH3:22])[CH2:28][CH2:27]3)=[O:30])[cH:36][cH:35]2)[cH:3][c:4]2[c:5]([n:20][cH:21]1)[NH:6][CH2:7][CH2:8][N:9]2[CH2:10][c:11]1[c:12]([F:19])[cH:13][c:14]([F:18])[c:15]([F:17])[cH:16]1.